From a dataset of the Open Reaction Database (ORD), a public repository of structured organic reaction records. describe an organic reaction: reactants, conditions, products, and yield Reactants: CCC(CC)c1cc(C)nn2c(-c3sc(C4(O)CCOCC4)nc3C)c(C)nc12, CC[SiH](CC)CC, ClCCl, O=C(O)C(F)(F)F. Yields the product CCC(CC)c1cc(C)nn2c(-c3sc(C4=CCOCC4)nc3C)c(C)nc12. As a reaction SMILES: [CH2:1]([CH3:2])[CH:3]([CH2:4][CH3:5])[c:6]1[c:7]2[n:8]([n:9][c:10]([CH3:12])[cH:11]1)[c:13](-[c:17]1[c:18]([CH3:29])[n:19][c:20]([C:22]3([OH:28])[CH2:23][CH2:24][O:25][CH2:26][CH2:27]3)[s:21]1)[c:14]([CH3:16])[n:15]2.[CH2:30]([SiH:31]([CH2:32][CH3:33])[CH2:34][CH3:35])[CH3:36].[Cl:44][CH2:45][Cl:46].[OH:37][C:38]([C:39]([F:40])([F:41])[F:42])=[O:43]>>[CH2:1]([CH3:2])[CH:3]([CH2:4][CH3:5])[c:6]1[c:7]2[n:8]([n:9][c:10]([CH3:12])[cH:11]1)[c:13](-[c:17]1[c:18]([CH3:29])[n:19][c:20]([C:22]3=[CH:23][CH2:24][O:25][CH2:26][CH2:27]3)[s:21]1)[c:14]([CH3:16])[n:15]2. Reactants: C(CCCCCCC(C)C)OC(=O)C(N1N=CN=C1)C(=O)OCCCCCCCC(C)C (1-[bis(isodecyloxycarbonyl)methyl]-1,2,4-triazole), product, ClCl (chlorine). Reagents/catalysts: P(Cl)(Cl)Cl (Phosphorus trichloride). Run in C(Cl)(Cl)(Cl)Cl (carbon tetrachloride). Product: C(CCCCCCC(C)C)OC(=O)C(N1N=CN=C1)(Cl)C(=O)OCCCCCCCC(C)C (1-[bis(isodecyloxycarbonyl)chloromethyl]-1,2,4-triazole). As a reaction SMILES: [CH2:1]([O:11][C:12]([CH:14]([C:20]([O:22][CH2:23][CH2:24][CH2:25][CH2:26][CH2:27][CH2:28][CH2:29][CH:30]([CH3:32])[CH3:31])=[O:21])[N:15]1[CH:19]=[N:18][CH:17]=[N:16]1)=[O:13])[CH2:2][CH2:3][CH2:4][CH2:5][CH2:6][CH2:7][CH:8]([CH3:10])[CH3:9].[Cl:33]Cl>C(Cl)(Cl)(Cl)Cl.P(Cl)(Cl)Cl>[CH2:23]([O:22][C:20]([C:14]([C:12]([O:11][CH2:1][CH2:2][CH2:3][CH2:4][CH2:5][CH2:6][CH2:7][CH:8]([CH3:10])[CH3:9])=[O:13])([Cl:33])[N:15]1[CH:19]=[N:18][CH:17]=[N:16]1)=[O:21])[CH2:24][CH2:25][CH2:26][CH2:27][CH2:28][CH2:29][CH:30]([CH3:32])[CH3:31]. Procedure: 1-[bis(isodecyloxycarbonyl)methyl]-1,2,4-triazole, which is the product of Example 12 (15.6g), was dissolved in carbon tetrachloride (20 ml). Phosphorus trichloride (3 drops) was added and the solution was stirred and heated at 60° whilst a slow stream of chlorine was bubbled through it for 1 hour. The solution was then cooled, washed with aqueous sodium sulphite solution and with water, and the solvent was distilled under reduced pressure yielding 1-[bis(isodecyloxycarbonyl)chloromethyl]-1,2,4-... The reactants are FC=1C=C2CCCC(C2=C(C1)F)=O (6,8-difluoro-3,4-dihydro-2H-naphthalen-1-one), C1(=CC=CC=C1)[S-].[K+] (potassium thiophenolate). Solvent: CS(=O)C (DMSO), Cl (hydrochloric acid). Reaction conditions: temperature 50 celsius. Yields the product FC=1C=C(C=C2CCCC(C12)=O)SC1=CC=CC=C1 (8-Fluoro-6-phenylsulfanyl-3,4-dihydro-2H-naphthalen-1-one). RXN SMILES: F[C:2]1[CH:3]=[C:4]2[C:9](=[C:10]([F:12])[CH:11]=1)[C:8](=[O:13])[CH2:7][CH2:6][CH2:5]2.[C:14]1([S-:20])[CH:19]=[CH:18][CH:17]=[CH:16][CH:15]=1.[K+]>CS(C)=O.Cl>[F:12][C:10]1[CH:11]=[C:2]([S:20][C:14]2[CH:19]=[CH:18][CH:17]=[CH:16][CH:15]=2)[CH:3]=[C:4]2[C:9]=1[C:8](=[O:13])[CH2:7][CH2:6][CH2:5]2 |f:1.2|. Procedure details: A mixture of 6,8-difluoro-3,4-dihydro-2H-naphthalen-1-one (1.0 gram, 5.5 moles) and potassium thiophenolate (0.81 gram, 5.5 mmole) in 4 mL DMSO was heated at 50° C. for 0.5 hour. The mixture was diluted with 30 mL 0.1N hydrochloric acid and then it was extracted with 50 mL diethyl ether. The organic phase was washed with water, dried (magnesium sulfate) and concentrated under reduced pressure. 8-Fluoro-6-phenylsulfanyl-3,4-dihydro-2H-naphthalen-1-one was obtained by recrystallization of the resi... Reactants: C(C)(C)(C)OC(=O)N1C(\C(\C2=CC=C(C=C12)Cl)=C/C1=C(C=CC(=C1)Cl)OC(C)C)=O (Z-6-Chloro-3-(5-chloro-2-isopropoxy-benzylidene)-2-oxo-2,3-dihydro-indole-1-carboxylic acid tert-butyl ester), CC(=C)C=NC(=C)O[Si](C)(C)C (1-(1-methyl-ethenyl)-3-trimethylsilyoxy-2-aza-1,3-butadiene). Solvent: C1(=CC=CC=C1)C (toluene). Product: ClC1=CC=C2C(=C1)NC(C21C(NC(CC1C1=C(C=CC(=C1)Cl)OC(C)C)=O)C(=C)C)=O (racemic (2′R,3R,4′S)-6-chloro-4′-(5-chloro-2-isopropoxy-phenyl)-2′-isopropenylspiro[3H-indole-3,3′-piperidine]-2,6′(1H)-dione). Isolated yield 63.3%. Reaction SMILES: C(OC([N:8]1[C:16]2[C:11](=[CH:12][CH:13]=[C:14]([Cl:17])[CH:15]=2)/[C:10](=[CH:18]/[C:19]2[CH:24]=[C:23]([Cl:25])[CH:22]=[CH:21][C:20]=2[O:26][CH:27]([CH3:29])[CH3:28])/[C:9]1=[O:30])=O)(C)(C)C.[CH3:31][C:32]([CH:34]=[N:35][C:36]([O:38][Si](C)(C)C)=[CH2:37])=[CH2:33]>C1(C)C=CC=CC=1>[Cl:17][C:14]1[CH:15]=[C:16]2[NH:8][C:9](=[O:30])[C:10]3([CH:18]([C:19]4[CH:24]=[C:23]([Cl:25])[CH:22]=[CH:21][C:20]=4[O:26][CH:27]([CH3:29])[CH3:28])[CH2:37][C:36](=[O:38])[NH:35][CH:34]3[C:32]([CH3:33])=[CH2:31])[C:11]2=[CH:12][CH:13]=1. Procedure: In a manner similar to the method described in Example 41b, E/Z-6-Chloro-3-(5-chloro-2-isopropoxy-benzylidene)-2-oxo-2,3-dihydro-indole-1-carboxylic acid tert-butyl ester (2 g, 4.47 mmol) was reacted with 1-(1-methyl-ethenyl)-3-trimethylsilyoxy-2-aza-1,3-butadiene (22.37 mmol) in toluene to give title compound as a white solid (1.3 g). Reactants: Cc1cc([N+](=O)[O-])ccc1-n1cccc(CCO[Si](c2ccccc2)(c2ccccc2)C(C)(C)C)c1=O, CCO, CCOC(C)=O, O=C[O-], [NH4+]. Product: Cc1cc(N)ccc1-n1cccc(CCO[Si](c2ccccc2)(c2ccccc2)C(C)(C)C)c1=O. RXN SMILES: [C:1]([CH3:2])([CH3:3])([CH3:4])[Si:5]([O:6][CH2:7][CH2:8][c:9]1[c:10](=[O:25])[n:11](-[c:15]2[c:16]([CH3:24])[cH:17][c:18]([N+:21]([O-:22])=[O:23])[cH:19][cH:20]2)[cH:12][cH:13][cH:14]1)([c:26]1[cH:27][cH:28][cH:29][cH:30][cH:31]1)[c:32]1[cH:33][cH:34][cH:35][cH:36][cH:37]1.[CH3:42][CH2:43][OH:44].[CH3:45][CH2:46][O:47][C:48](=[O:49])[CH3:50].[CH:38]([O-:39])=[O:40].[NH4+:41]>>[C:1]([CH3:2])([CH3:3])([CH3:4])[Si:5]([O:6][CH2:7][CH2:8][c:9]1[c:10](=[O:25])[n:11](-[c:15]2[c:16]([CH3:24])[cH:17][c:18]([NH2:21])[cH:19][cH:20]2)[cH:12][cH:13][cH:14]1)([c:26]1[cH:27][cH:28][cH:29][cH:30][cH:31]1)[c:32]1[cH:33][cH:34][cH:35][cH:36][cH:37]1. Starting materials: CC1=C(N)C(=CC=C1)C (2,6-dimethylaniline), CC(CCN)(C)C (3,3-dimethylbutylamine), O=C1N(C2=CC=CC=C2C12C1=C(OC2)C=C2OCCC2=C1)CC(=O)N ((2′-oxo-5,6-dihydrospiro[benzo[1,2-b:5,4-b′]difuran-3,3-indol]-1′(2′H)-yl)acetamide). Product: CC1=C(C(=CC=C1)C)NC(CN1C(C2(C3=CC=CC=C13)C1=C(OC2)C=C2OCCC2=C1)=O)=O (N-(2,6-dimethylphenyl)-2-(2′-oxo-5,6-dihydrospiro[benzo[1,2-b:5,4-b′]difuran-3,3-indol]-1′(2′H)-yl)acetamide). As a reaction SMILES: [CH3:1][C:2]1[CH:8]=[CH:7][CH:6]=[C:5]([CH3:9])[C:3]=1[NH2:4].CC(C)(C)CCN.[O:17]=[C:18]1[C:26]2([CH2:30][O:29][C:28]3[CH:31]=[C:32]4[C:36](=[CH:37][C:27]2=3)[CH2:35][CH2:34][O:33]4)[C:25]2[C:20](=[CH:21][CH:22]=[CH:23][CH:24]=2)[N:19]1[CH2:38][C:39](N)=[O:40]>>[CH3:1][C:2]1[CH:8]=[CH:7][CH:6]=[C:5]([CH3:9])[C:3]=1[NH:4][C:39](=[O:40])[CH2:38][N:19]1[C:20]2[C:25](=[CH:24][CH:23]=[CH:22][CH:21]=2)[C:26]2([CH2:30][O:29][C:28]3[CH:31]=[C:32]4[C:36](=[CH:37][C:27]2=3)[CH2:35][CH2:34][O:33]4)[C:18]1=[O:17]. Procedure details: Following the procedure as described in EXAMPLE 12.49 and making non-critical variations using 2,6-dimethylaniline to replace 3,3-dimethylbutylamine, dimethylphenyl)-2-(2′-oxo-5,6-dihydrospiro[benzo[1,2-b:5,4-b′]difuran-3,3-indol]-1′(2′H)-yl)acetamide was obtained (67%) as a colorless solid: mp 261-262° C.; 1H NMR (300 MHz, DMSO-d6) δ9.66 (s, 1H), 7.30 (dd, J=7.7, 7.7 Hz, 1H), 7.16-6.98 (m, 6H), 6.51 (s, 1H), 6.37 (s, 1H), 4.75 (ABq, 2H), 4.67-4.52 (m, 2H), 4.49-4.40 (m, 2H), 2.90 (dd, J=8.6, 8....